From a dataset of the Open Reaction Database (ORD), a public repository of structured organic reaction records. describe an organic reaction: reactants, conditions, products, and yield Starting materials: CCO, ClCc1ccc2ccccc2n1, Cl, [K+], [OH-], O, COc1ccc(C(O)c2cccc(O)c2)cc1. Product: COc1ccc(C(O)c2cccc(OCc3ccc4ccccc4n3)c2)cc1. As a reaction SMILES: [CH3:34][CH2:35][OH:36].[Cl:19][CH2:20][c:21]1[n:22][c:23]2[cH:24][cH:25][cH:26][cH:27][c:28]2[cH:29][cH:30]1.[ClH:18].[K+:32].[OH-:31].[OH2:33].[OH:1][c:2]1[cH:3][c:4]([CH:8]([OH:9])[c:10]2[cH:11][cH:12][c:13]([O:16][CH3:17])[cH:14][cH:15]2)[cH:5][cH:6][cH:7]1>>[O:1]([c:2]1[cH:3][c:4]([CH:8]([OH:9])[c:10]2[cH:11][cH:12][c:13]([O:16][CH3:17])[cH:14][cH:15]2)[cH:5][cH:6][cH:7]1)[CH2:20][c:21]1[n:22][c:23]2[cH:24][cH:25][cH:26][cH:27][c:28]2[cH:29][cH:30]1. Reactants: C(C)(C)(C)N1C(C=2NC3=CC=CC=C3C2CC1)(C(=O)N)C(=O)OCC1=CC=CC=C1 (tert.butyl-benzyloxycarbonyl-1,2,3,4-tetrahydropyrido[3,4-b]indole-1-carboxamide). Run in solution, Br (hydrogen bromide), C(C)(=O)O (acetic acid). The product is C(C)(C)(C)C1(NCCC2=C1NC1=CC=CC=C21)C(=O)N (tert.butyl 1,2,3,4-tetrahydropyrido[3,4-b]indole-1-carboxamide). Isolated yield 155.0%. As a reaction SMILES: C([N:5]1[CH2:17][CH2:16][C:15]2[C:14]3[C:9](=[CH:10][CH:11]=[CH:12][CH:13]=3)[NH:8][C:7]=2[C:6]1(C(OCC1C=CC=CC=1)=O)[C:18]([NH2:20])=[O:19])(C)(C)C>Br.C(O)(=O)C>[C:14]([C:6]1([C:18]([NH2:20])=[O:19])[C:7]2[NH:8][C:9]3[C:14]([C:15]=2[CH2:16][CH2:17][NH:5]1)=[CH:13][CH:12]=[CH:11][CH:10]=3)([CH3:15])([CH3:9])[CH3:13]. Procedure: 1.62 g of tert.butyl-benzyloxycarbonyl-1,2,3,4-tetrahydropyrido[3,4-b]indole-1-carboxamide were dissolved in 10 ml of a 45% solution of hydrogen bromide in acetic acid. After 30 minutes the solution was evaporated and the residue was taken up in water. After filtration the filtrate was washed three times with diethyl ether and then neutralized by the addition of saturated aqueous sodium bicarbonate solution. The product was extracted from the now turbid aqueous layer with ethyl acetate. The comb... The reactants are S(=O)(C1=CC=C(C=C1)N)(=O)O (sulfanilic acid), O.O.O.C(C)(=O)[O-].[Na+] (sodium acetate trihydrate), BrCC1=CC=C(C(=O)C2=CC=CC=C2)C=C1 (4-(bromomethyl)benzophenone). Run in O (water), O (water), C(C)#N (acetonitrile), C(C)#N (acetonitrile), CO (methanol). Run at temperature 70 celsius. Product: C(C1=CC=CC=C1)(=O)C1=CC=C(C=C1)CNC1=CC=C(C=C1)S(=O)(=O)O (4-(((4-benzoylphenyl)methyl)amino)benzenesulfonic acid). Yield: 54.2%. As a reaction SMILES: [S:1]([OH:11])(=[O:10])([C:3]1[CH:8]=[CH:7][C:6]([NH2:9])=[CH:5][CH:4]=1)=[O:2].O.O.O.C([O-])(=O)C.[Na+].Br[CH2:21][C:22]1[CH:35]=[CH:34][C:25]([C:26]([C:28]2[CH:33]=[CH:32][CH:31]=[CH:30][CH:29]=2)=[O:27])=[CH:24][CH:23]=1>C(#N)C.O.CO>[C:26]([C:25]1[CH:24]=[CH:23][C:22]([CH2:21][NH:9][C:6]2[CH:5]=[CH:4][C:3]([S:1]([OH:11])(=[O:10])=[O:2])=[CH:8][CH:7]=2)=[CH:35][CH:34]=1)(=[O:27])[C:28]1[CH:29]=[CH:30][CH:31]=[CH:32][CH:33]=1 |f:1.2.3.4.5|. Procedure: To a 1-liter 3-necked round-bottomed flask equipped with overhead stirrer, reflux condenser, dropping funnel and thermometer and containing a stirred slurry of 33.8 g (0.195 mole) of sulfanilic acid in 150 ml of warm (60° C.) water was added 55 g (0.404 mole) of sodium acetate trihydrate and 50 ml of acetonitrile. The resulting yellow solution was heated to 70° C. and a solution of 35 g (0.127 mole) of the 4-(bromomethyl)benzophenone prepared above in 80 ml of acetonitrile was added dropwise ove... The reactants are ClC1=NC=CC(=C1)OC=1C=C(C(=O)NC2=C(C=CC(=C2)C)F)C=CC1F (3-(2-Chloropyridin-4-yloxy)-4-fluoro-N-(2-fluoro-5-methylphenyl)benzamide), CC1(OB(OC1(C)C)C1=CC(=CN1)C(=O)OC)C (methyl 5-(4,4,5,5-tetramethyl-1,3,2-dioxaborolan-2-yl)-1H-pyrrole-3-carboxylate), C([O-])([O-])=O.[K+].[K+] (potassium carbonate), ClCCl (dichloromethane). Run in O (water), O1CCOCC1 (dioxane). Conditions: temperature 100 celsius. Yields the product FC1=C(OC2=CC(=NC=C2)C2=CC(=CN2)C(=O)OC)C=C(C=C1)C(=O)NC1=C(C=CC(=C1)C)F (methyl 5-[4-(2-fluoro-5-{[(2-fluoro-5-methylphenyl)amino]carbonyl}phenoxy)pyridin-2-yl]-1H-pyrrole-3-carboxylate). Reaction SMILES: Cl[C:2]1[CH:7]=[C:6]([O:8][C:9]2[CH:10]=[C:11]([CH:23]=[CH:24][C:25]=2[F:26])[C:12]([NH:14][C:15]2[CH:20]=[C:19]([CH3:21])[CH:18]=[CH:17][C:16]=2[F:22])=[O:13])[CH:5]=[CH:4][N:3]=1.CC1(C)C(C)(C)OB([C:35]2[NH:39][CH:38]=[C:37]([C:40]([O:42][CH3:43])=[O:41])[CH:36]=2)O1.C(=O)([O-])[O-].[K+].[K+].ClCCl>O.O1CCOCC1>[F:26][C:25]1[CH:24]=[CH:23][C:11]([C:12]([NH:14][C:15]2[CH:20]=[C:19]([CH3:21])[CH:18]=[CH:17][C:16]=2[F:22])=[O:13])=[CH:10][C:9]=1[O:8][C:6]1[CH:5]=[CH:4][N:3]=[C:2]([C:35]2[NH:39][CH:38]=[C:37]([C:40]([O:42][CH3:43])=[O:41])[CH:36]=2)[CH:7]=1 |f:2.3.4|. Procedure: A mixture of 3-(2-Chloropyridin-4-yloxy)-4-fluoro-N-(2-fluoro-5-methylphenyl)benzamide (1.217 g, 3.25 mmol), methyl 5-(4,4,5,5-tetramethyl-1,3,2-dioxaborolan-2-yl)-1H-pyrrole-3-carboxylate (1.63 g, 6.50 mmol) and potassium carbonate (0.67 g, 4.87 mmol) in water (2.5 mL) and dioxane (15 mL) was purged with nitrogen for several minutes. To the mixture was added tetrakis-triphenylphosphine palladium(0) (0.18 g, (0.16 mmol). The reaction was sealed under nitrogen and heated at 100° C. for 15 h. The ... Reactants: O=C([O-])[O-], BrCc1ccccc1, CCO, O=C(O)C1CCc2[nH]c3c(Cl)cccc3c2C1, [Cs+], [Cs+], O. Product: O=C(OCc1ccccc1)C1CCc2[nH]c3c(Cl)cccc3c2C1. As a reaction SMILES: [C:18](=[O:19])([O-:20])[O-:21].[CH2:24]([c:25]1[cH:26][cH:27][cH:28][cH:29][cH:30]1)[Br:31].[CH3:32][CH2:33][OH:34].[Cl:1][c:2]1[cH:3][cH:4][cH:5][c:6]2[c:7]3[c:12]([nH:13][c:14]12)[CH2:11][CH2:10][CH:9]([C:15](=[O:16])[OH:17])[CH2:8]3.[Cs+:22].[Cs+:23].[OH2:35]>>[Cl:1][c:2]1[cH:3][cH:4][cH:5][c:6]2[c:7]3[c:12]([nH:13][c:14]12)[CH2:11][CH2:10][CH:9]([C:15]([O:16][CH2:24][c:25]1[cH:26][cH:27][cH:28][cH:29][cH:30]1)=[O:17])[CH2:8]3. The reactants are CCO, CCOC(=O)c1cnc(Cl)cc1Cl, Cl, Nc1ccc(F)cc1F, O. As a reaction SMILES: [CH3:24][CH2:25][OH:26].[Cl:10][c:11]1[cH:12][c:13]([Cl:22])[n:14][cH:15][c:16]1[C:17](=[O:18])[O:19][CH2:20][CH3:21].[ClH:27].[F:1][c:2]1[c:3]([NH2:4])[cH:5][cH:6][c:7]([F:9])[cH:8]1.[OH2:23]>>[F:1][c:2]1[c:3]([NH:4][c:11]2[cH:12][c:13]([Cl:22])[n:14][cH:15][c:16]2[C:17](=[O:18])[O:19][CH2:20][CH3:21])[cH:5][cH:6][c:7]([F:9])[cH:8]1. The product is CCOC(=O)c1cnc(Cl)cc1Nc1ccc(F)cc1F. Starting materials: ClC=1C=NNC(C1)=O (4-chloro-1H-pyridazin-6-one), IC (Iodomethane), C([O-])([O-])=O.[K+].[K+] (potassium carbonate). Run in CN(C)C=O (DMF). Product: ClC1=CC(N(N=C1)C)=O (5-chloro-2-methyl-pyridazin-3-one). RXN SMILES: [Cl:1][C:2]1[CH:3]=[N:4][NH:5][C:6](=[O:8])[CH:7]=1.IC.[C:11](=O)([O-])[O-].[K+].[K+]>CN(C=O)C>[Cl:1][C:2]1[CH:3]=[N:4][N:5]([CH3:11])[C:6](=[O:8])[CH:7]=1 |f:2.3.4|. Procedure: A solution of 4-chloro-1H-pyridazin-6-one (6.000 mmol; 783.2 mg), Iodomethane (7.200 mmol; 1032 mg; 0.453 mL), and potassium carbonate (9.000 mmol; 1256 mg) in DMF (12 mL) was stirred at room temperature overnight. The mixture was filtered. The filtrate was partitioned between EtOAc and water. The organic layer was concentrated. The residue was purified on silica eluted with 0 to 40% EtOAc in DCM to afford 5-chloro-2-methyl-pyridazin-3-one as an off-white solid (514.7, 59%). Reactants: CC1(CN2CCN(c3ccc(OC(F)(F)F)cc3)CC2)CO1, CC#N, O=[N+]([O-])c1c[nH]c(Cl)n1, [Na+], O, O=C([O-])O. Yields the product CC(O)(CN1CCN(c2ccc(OC(F)(F)F)cc2)CC1)Cn1cc([N+](=O)[O-])nc1Cl. As a reaction SMILES: [CH3:1][C:2]1([CH2:5][N:6]2[CH2:7][CH2:8][N:9]([c:12]3[cH:13][cH:14][c:15]([O:18][C:19]([F:20])([F:21])[F:22])[cH:16][cH:17]3)[CH2:10][CH2:11]2)[O:3][CH2:4]1.[CH3:38][C:39]#[N:40].[Cl:23][c:24]1[nH:25][cH:26][c:27]([N+:29](=[O:30])[O-:31])[n:28]1.[Na+:32].[OH2:37].[OH:33][C:34](=[O:35])[O-:36]>>[CH3:1][C:2]([OH:3])([CH2:4][n:25]1[c:24]([Cl:23])[n:28][c:27]([N+:29](=[O:30])[O-:31])[cH:26]1)[CH2:5][N:6]1[CH2:7][CH2:8][N:9]([c:12]2[cH:13][cH:14][c:15]([O:18][C:19]([F:20])([F:21])[F:22])[cH:16][cH:17]2)[CH2:10][CH2:11]1. Starting materials: CC(C)C[Al+]CC(C)C, Cc1ccccc1, ClCCl, [H-], CCOC(=O)C=Cc1cnc2ccccc2c1. The product is OCC=Cc1cnc2ccccc2c1. As a reaction SMILES: [CH2:2]([Al+:3][CH2:4][CH:5]([CH3:6])[CH3:7])[CH:8]([CH3:9])[CH3:10].[CH3:28][c:29]1[cH:30][cH:31][cH:32][cH:33][cH:34]1.[Cl:35][CH2:36][Cl:37].[H-:1].[n:11]1[cH:12][c:13]([CH:21]=[CH:22][C:23](=[O:24])[O:25][CH2:26][CH3:27])[cH:14][c:15]2[cH:16][cH:17][cH:18][cH:19][c:20]12>>[n:11]1[cH:12][c:13]([CH:21]=[CH:22][CH2:23][OH:24])[cH:14][c:15]2[cH:16][cH:17][cH:18][cH:19][c:20]12. The reactants are [N+](=O)(O)[O-] (HNO3), [OH-].[Na+] (NaOH), OS(=O)(=O)O (H2SO4), FC1=CC=C(C=C1)C(C)N (1-(4-fluorophenyl)ethanamine). The product is FC1=C(C=C(C=C1)C(C)N)[N+](=O)[O-] (1-(4-fluoro-3-nitrophenyl)ethanamine). The yield is 98.0%. RXN SMILES: [N+:1]([O-:4])(O)=[O:2].OS(O)(=O)=O.[F:10][C:11]1[CH:16]=[CH:15][C:14]([CH:17]([NH2:19])[CH3:18])=[CH:13][CH:12]=1.[OH-].[Na+]>>[F:10][C:11]1[CH:16]=[CH:15][C:14]([CH:17]([NH2:19])[CH3:18])=[CH:13][C:12]=1[N+:1]([O-:4])=[O:2] |f:3.4|. Procedure: Fuming HNO3 (0.48 ml, 10.8 mmol) was added carefully to ice bath cooled concentrated H2SO4 (3.6 ml, 68.2 mmol). To the mixture was added 1-(4-fluorophenyl)ethanamine (1.0 g, 7.2 mmol) dropwise. The reaction mixture was stirred with cooling for 50 minutes. The reaction mixture was poured into ice and basified with 3M NaOH solution (24 ml, 72.00 mmol) to about pH8.0. The alkaline solution was extracted with DCM twice. The combined organic layer was dried over Na2SO4 and evaporated to afford title ...